This data is from the Open Reaction Database (ORD), a public repository of structured organic reaction records. The task is: describe an organic reaction: reactants, conditions, products, and yield Starting materials: Cc1ncc(CCl)c(CO)c1O, ClC(Cl)Cl, O=C(Cl)Cl, c1ccncc1, c1ccccc1. Yields the product Cc1ncc(CCl)c2c1OC(=O)OC2. RXN SMILES: [CH3:1][c:2]1[n:3][cH:4][c:5]([CH2:11][Cl:12])[c:6]([CH2:9][OH:10])[c:7]1[OH:8].[CH:13]([Cl:14])([Cl:15])[Cl:16].[Cl:23][C:24]([Cl:25])=[O:26].[cH:17]1[cH:18][cH:19][n:20][cH:21][cH:22]1.[cH:27]1[cH:28][cH:29][cH:30][cH:31][cH:32]1>>[CH3:1][c:2]1[n:3][cH:4][c:5]([CH2:11][Cl:12])[c:6]2[c:7]1[O:8][C:24](=[O:26])[O:10][CH2:9]2. The reactants are CCOC(C)=O, CC(C)O, Cc1ccc(S(=O)(=O)n2cc(F)c3c(Cl)nc(Cl)nc32)cc1, Cl, Nc1cccc(F)c1C(=O)O. Yields the product Cc1ccc(S(=O)(=O)n2cc(F)c3c(Nc4cccc(F)c4C(=O)O)nc(Cl)nc32)cc1. RXN SMILES: [CH3:39][CH2:40][O:41][C:42]([CH3:43])=[O:44].[CH:35]([OH:36])([CH3:37])[CH3:38].[Cl:1][c:2]1[n:3][c:4]([Cl:22])[c:5]2[c:6]([n:7]1)[n:8]([S:12](=[O:13])(=[O:14])[c:15]1[cH:16][cH:17][c:18]([CH3:21])[cH:19][cH:20]1)[cH:9][c:10]2[F:11].[ClH:34].[NH2:23][c:24]1[c:25]([C:26](=[O:27])[OH:28])[c:29]([F:33])[cH:30][cH:31][cH:32]1>>[Cl:1][c:2]1[n:3][c:4]([NH:23][c:24]2[c:25]([C:26](=[O:27])[OH:28])[c:29]([F:33])[cH:30][cH:31][cH:32]2)[c:5]2[c:6]([n:7]1)[n:8]([S:12](=[O:13])(=[O:14])[c:15]1[cH:16][cH:17][c:18]([CH3:21])[cH:19][cH:20]1)[cH:9][c:10]2[F:11].